From a dataset of the Open Reaction Database (ORD), a public repository of structured organic reaction records. describe an organic reaction: reactants, conditions, products, and yield Starting materials: CON(C(CC(C1=CC=CC=C1)C1=CC=CC=C1)=O)C (N-methoxy-N-methyl-3,3-diphenyl-propionamide), ClC=1C(=CC(=NC1)F)I (5-chloro-2-fluoro-4-iodopyridine). The product is ClC=1C(=CC(=NC1)F)C(CC(C1=CC=CC=C1)C1=CC=CC=C1)=O (1-(5-Chloro-2-fluoro-pyridin-4-yl)-3,3-diphenyl-propan-1-one). RXN SMILES: CON(C)[C:4](=[O:19])[CH2:5][CH:6]([C:13]1[CH:18]=[CH:17][CH:16]=[CH:15][CH:14]=1)[C:7]1[CH:12]=[CH:11][CH:10]=[CH:9][CH:8]=1.[Cl:21][C:22]1[C:23](I)=[CH:24][C:25]([F:28])=[N:26][CH:27]=1>>[Cl:21][C:22]1[C:23]([C:4](=[O:19])[CH2:5][CH:6]([C:7]2[CH:8]=[CH:9][CH:10]=[CH:11][CH:12]=2)[C:13]2[CH:14]=[CH:15][CH:16]=[CH:17][CH:18]=2)=[CH:24][C:25]([F:28])=[N:26][CH:27]=1. Reported procedure: In analogy to example 55, step 2, the title compound was prepared from N-methoxy-N-methyl-3,3-diphenyl-propionamide and 5-chloro-2-fluoro-4-iodopyridine as a light yellow liquid, MS (EI): m/z=339 ([M]+, 1Cl). Starting materials: NC1=NC(=CC(=N1)C1=CC=C(C2=CC=CC=C12)F)C(C)C (2-Amino-4-(4-fluoronaphth-1-yl)-6-isopropylpyrimidine), C1(=CC=CC=C1)N=C=O (phenyl isocyanate). Solvent: C1=CC=CC=C1 (benzene). The product is FC1=CC=C(C2=CC=CC=C12)C1=NC(=NC(=C1)C(C)C)NC(=O)NC1=CC=CC=C1 (1-[4-(4-fluoronaphth-1-yl)-6-isopropyl-pyrimidin-2-yl]-3-phenylurea). The yield is 12.3%. RXN SMILES: [NH2:1][C:2]1[N:7]=[C:6]([C:8]2[C:17]3[C:12](=[CH:13][CH:14]=[CH:15][CH:16]=3)[C:11]([F:18])=[CH:10][CH:9]=2)[CH:5]=[C:4]([CH:19]([CH3:21])[CH3:20])[N:3]=1.[C:22]1([N:28]=[C:29]=[O:30])[CH:27]=[CH:26][CH:25]=[CH:24][CH:23]=1>C1C=CC=CC=1>[F:18][C:11]1[C:12]2[C:17](=[CH:16][CH:15]=[CH:14][CH:13]=2)[C:8]([C:6]2[CH:5]=[C:4]([CH:19]([CH3:21])[CH3:20])[N:3]=[C:2]([NH:1][C:29]([NH:28][C:22]3[CH:27]=[CH:26][CH:25]=[CH:24][CH:23]=3)=[O:30])[N:7]=2)=[CH:9][CH:10]=1. Procedure: 2-Amino-4-(4-fluoronaphth-1-yl)-6-isopropylpyrimidine (288.3 mg) was dissolved in benzene (50 mL) and phenyl isocyanate (119.1 mg) was added. The reaction mixture was heated to reflux for 48 hours, and the solvent was removed under vacuum. The residue was chromatographed on silica gel, eluting with hexane/ethyl acetate, to yield 1-[4-(4-fluoronaphth-1-yl)-6-isopropyl-pyrimidin-2-yl]-3-phenylurea (49.1 mg), m.p. 117°-178° C. Starting materials: CN=C=O, COc1nc2c(OCc3c(Cl)ccc(N(C)C(=O)CNC(=O)C4CCN(C5CCNC5)C4)c3Cl)cccc2n1Cc1ccccn1, ClCCl. Yields the product CNC(=O)N1CCC(N2CCC(C(=O)NCC(=O)N(C)c3ccc(Cl)c(COc4cccc5c4nc(OC)n5Cc4ccccn4)c3Cl)C2)C1. RXN SMILES: [CH3:47][N:48]=[C:49]=[O:50].[Cl:1][c:2]1[c:3]([N:29]([C:30]([CH2:31][NH:32][C:33](=[O:34])[CH:35]2[CH2:36][N:37]([CH:40]3[CH2:41][NH:42][CH2:43][CH2:44]3)[CH2:38][CH2:39]2)=[O:45])[CH3:46])[cH:4][cH:5][c:6]([Cl:28])[c:7]1[CH2:8][O:9][c:10]1[cH:11][cH:12][cH:13][c:14]2[n:15]([CH2:21][c:22]3[n:23][cH:24][cH:25][cH:26][cH:27]3)[c:16]([O:19][CH3:20])[n:17][c:18]12.[Cl:51][CH2:52][Cl:53]>>[Cl:1][c:2]1[c:3]([N:29]([C:30]([CH2:31][NH:32][C:33](=[O:34])[CH:35]2[CH2:36][N:37]([CH:40]3[CH2:41][N:42]([C:49]([NH:48][CH3:47])=[O:50])[CH2:43][CH2:44]3)[CH2:38][CH2:39]2)=[O:45])[CH3:46])[cH:4][cH:5][c:6]([Cl:28])[c:7]1[CH2:8][O:9][c:10]1[cH:11][cH:12][cH:13][c:14]2[n:15]([CH2:21][c:22]3[n:23][cH:24][cH:25][cH:26][cH:27]3)[c:16]([O:19][CH3:20])[n:17][c:18]12. As a reaction SMILES: Cl[C:2]1[N:7]=[N:6][C:5]([NH2:8])=[CH:4][CH:3]=1.[C:9]([N:16]1[CH2:21][CH2:20][NH:19][CH2:18][CH2:17]1)([O:11][C:12]([CH3:15])([CH3:14])[CH3:13])=[O:10]>>[NH2:8][C:5]1[N:6]=[N:7][C:2]([N:19]2[CH2:18][CH2:17][N:16]([C:9]([O:11][C:12]([CH3:15])([CH3:14])[CH3:13])=[O:10])[CH2:21][CH2:20]2)=[CH:3][CH:4]=1. Yields the product NC1=CC=C(N=N1)N1CCN(CC1)C(=O)OC(C)(C)C (tert-Butyl 4-(6-Aminopyridazin-3-yl)piperazine-1-carboxylate). Procedure details: A 100-mL single-neck round-bottomed flask equipped with a magnetic stirrer was charged with 6-chloropyridazin-3-amine (2.58 g, 20 mmol) and N-Boc-piperazine (22.3 g, 120 mmol). The reaction mixture was heated at 140° C. and stirred for 2 h. It was then cooled to room temperature and the resulting solid was washed with ethyl acetate (100 mL), and the resulting residue was purified by flash column chromatography eluting with 30:1 methylene chloride/methanol to afford 330a as a yellow solid (3.5 g,... The reactants are ClC1=CC=C(N=N1)N (6-chloropyridazin-3-amine), C(=O)(OC(C)(C)C)N1CCNCC1 (N-Boc-piperazine). Isolated yield 62.6%. Reaction conditions: temperature 140 celsius, time 2 hour.